From a dataset of the Open Reaction Database (ORD), a public repository of structured organic reaction records. describe an organic reaction: reactants, conditions, products, and yield The reactants are CO, CC(C)(N)C#Cc1ccc(-c2ccnc(NC3CC(C)(C)NC(C)(C)C3)n2)s1. The product is CC(C)(N)CCc1ccc(-c2ccnc(NC3CC(C)(C)NC(C)(C)C3)n2)s1. RXN SMILES: [CH3:29][OH:30].[NH2:1][C:2]([C:3]#[C:4][c:5]1[cH:6][cH:7][c:8](-[c:10]2[n:11][c:12]([NH:16][CH:17]3[CH2:18][C:19]([CH3:25])([CH3:26])[NH:20][C:21]([CH3:23])([CH3:24])[CH2:22]3)[n:13][cH:14][cH:15]2)[s:9]1)([CH3:27])[CH3:28]>>[NH2:1][C:2]([CH2:3][CH2:4][c:5]1[cH:6][cH:7][c:8](-[c:10]2[n:11][c:12]([NH:16][CH:17]3[CH2:18][C:19]([CH3:25])([CH3:26])[NH:20][C:21]([CH3:23])([CH3:24])[CH2:22]3)[n:13][cH:14][cH:15]2)[s:9]1)([CH3:27])[CH3:28].